From a dataset of the Open Reaction Database (ORD), a public repository of structured organic reaction records. describe an organic reaction: reactants, conditions, products, and yield Starting materials: CO, [Na+], [OH-], COC(=O)c1ccc(N(C)CC2(O)CCN(CCc3ccc(S(C)(=O)=O)cc3)CC2)cc1. Yields the product CN(CC1(O)CCN(CCc2ccc(S(C)(=O)=O)cc2)CC1)c1ccc(C(=O)O)cc1. Reaction SMILES: [CH3:35][OH:36].[Na+:2].[OH-:1].[OH:3][C:4]1([CH2:22][N:23]([c:24]2[cH:25][cH:26][c:27]([C:28](=[O:29])[O:30][CH3:31])[cH:32][cH:33]2)[CH3:34])[CH2:5][CH2:6][N:7]([CH2:10][CH2:11][c:12]2[cH:13][cH:14][c:15]([S:18](=[O:19])(=[O:20])[CH3:21])[cH:16][cH:17]2)[CH2:8][CH2:9]1>>[OH:3][C:4]1([CH2:22][N:23]([c:24]2[cH:25][cH:26][c:27]([C:28](=[O:29])[OH:30])[cH:32][cH:33]2)[CH3:34])[CH2:5][CH2:6][N:7]([CH2:10][CH2:11][c:12]2[cH:13][cH:14][c:15]([S:18](=[O:19])(=[O:20])[CH3:21])[cH:16][cH:17]2)[CH2:8][CH2:9]1. Reactants: CCO, O=[N+]([O-])c1ccc(F)c([N+](=O)[O-])c1, NCCC(=O)O, [Na+], O=C([O-])O. The product is O=C(O)CCNc1ccc([N+](=O)[O-])cc1[N+](=O)[O-]. RXN SMILES: [CH3:25][CH2:26][OH:27].[N+:7](=[O:8])([O-:9])[c:10]1[c:11]([F:19])[cH:12][cH:13][c:14]([N+:16](=[O:17])[O-:18])[cH:15]1.[NH2:1][CH2:2][CH2:3][C:4]([OH:5])=[O:6].[Na+:24].[O-:20][C:21]([OH:22])=[O:23]>>[NH:1]([CH2:2][CH2:3][C:4]([OH:5])=[O:6])[c:11]1[c:10]([N+:7](=[O:8])[O-:9])[cH:15][c:14]([N+:16](=[O:17])[O-:18])[cH:13][cH:12]1. Starting materials: C1(=CC=CC=C1)P(C1=CC=CC=C1)C1=CC=CC=C1 (Triphenylphosphine), C1(=CC=CC=C1)CCCCOCCC#CCCO (6-(4-Penylbutoxy)-3-hexyn-1-ol), C(Br)(Br)(Br)Br (carbon tetrabromide). Conditions: time 1 hour. The product is BrCCC#CCCOCCCCC1=CC=CC=C1 ([4-[(6-Bromo-3-hexynyl)oxy]butyl]benzene). Yield: 88.0%. Reaction SMILES: C1(P(C2C=CC=CC=2)C2C=CC=CC=2)C=CC=CC=1.[C:20]1([CH2:26][CH2:27][CH2:28][CH2:29][O:30][CH2:31][CH2:32][C:33]#[C:34][CH2:35][CH2:36]O)[CH:25]=[CH:24][CH:23]=[CH:22][CH:21]=1.C(Br)(Br)(Br)[Br:39]>>[Br:39][CH2:36][CH2:35][C:34]#[C:33][CH2:32][CH2:31][O:30][CH2:29][CH2:28][CH2:27][CH2:26][C:20]1[CH:25]=[CH:24][CH:23]=[CH:22][CH:21]=1. Procedure: Triphenylphosphine (4.5 g) in dry MC (20 ml) was added dropwise to the product of stage (i) (3.8 g) and carbon tetrabromide (5.8 g) in dry MC (50 ml) at 0°. The solution was stirred at 0° for 1 h and MC was evaporated. The residue was treated with ER (100 ml), filtered and the filtrate was evaporated. The residue was purified by FCC eluting with CX followed by CX-ER (4:1) to give the title compound as a colourless oil (4.2 g). T.l.c. (CX-ER 9:1) Rf 0.4. Reactants: O (water), CS(=O)(=O)OC1CCN(CC1)C(=O)OCC (1-(ethoxycarbonyl)piperidin-4-yl methanesulfonate), OC1=CC=C(C=O)C=C1 (4-hydroxy benzaldehyde), C(=O)([O-])[O-].[K+].[K+] (K2CO3). The solvent is CN(C)C=O (DMF). Conditions: temperature 80 celsius, time 12 hour. The product is C(C)OC(=O)N1CCC(CC1)OC1=CC=C(C=O)C=C1 (4- [1-(Ethoxycarbonyl)piperidin-4-yloxy]benzaldehyde). The yield is 63.4%. Reaction SMILES: CS([O:5][CH:6]1[CH2:11][CH2:10][N:9]([C:12]([O:14][CH2:15][CH3:16])=[O:13])[CH2:8][CH2:7]1)(=O)=O.O[C:18]1[CH:25]=[CH:24][C:21]([CH:22]=[O:23])=[CH:20][CH:19]=1.C([O-])([O-])=O.[K+].[K+].O>CN(C=O)C>[CH2:15]([O:14][C:12]([N:9]1[CH2:10][CH2:11][CH:6]([O:5][C:18]2[CH:25]=[CH:24][C:21]([CH:22]=[O:23])=[CH:20][CH:19]=2)[CH2:7][CH2:8]1)=[O:13])[CH3:16] |f:2.3.4|. Procedure: To a mixture of 1-(ethoxycarbonyl)piperidin-4-yl methanesulfonate (10 g) and 4-hydroxy benzaldehyde (5.8 g) in dry DMF (75 ml), K2CO3 (11 g) was added and the mixture was stirred at 80° C. for 12 h. At the end of this time, the reaction mixture was cooled, added water and extracted with EtOAc. The EtOAc extract was washed with 5% aqueous Na2CO3 solution followed by brine and dried over anhydrous sodium sulphate. The solvent was then removed by distillation under reduced pressure to give 7 g (63.... Starting materials: CC1=CC(=NC=C1[N+](=O)[O-])NC(C)=O (N1-(4-methyl-5-nitro-2-pyridyl)acetamide), CC1=CC(=NC=C1[N+](=O)[O-])NC(C)=O (N1-(4-Methyl-5-nitro-2-pyridyl)acetamide). The reagents and catalysts are [Pd] (palladium/carbon). Run in C(C)O (ethanol). Product: NC=1C(=CC(=NC1)NC(C)=O)C (N1-(5-Amino-4-methyl-2-pyridyl)acetamide). Isolated yield 103.0%. Reaction SMILES: [CH3:1][C:2]1[C:7]([N+:8]([O-])=O)=[CH:6][N:5]=[C:4]([NH:11][C:12](=[O:14])[CH3:13])[CH:3]=1>C(O)C.[Pd]>[NH2:8][C:7]1[C:2]([CH3:1])=[CH:3][C:4]([NH:11][C:12](=[O:14])[CH3:13])=[N:5][CH:6]=1. Reported procedure: The N1-(4-methyl-5-nitro-2-pyridyl)acetamide (4.70 g, 24.1 mmol) obtained in (A) was dissolved in ethanol (150 ml), added with 10% palladium/carbon (0.95 g) and subjected to catalytic reduction overnight at 1 atm under hydrogen atmosphere. The catalyst was removed by filtration and washed with ethanol. The filtrate was concentrated and the resulting residue was purified by silica gel column chromatography (chloroform chloroform:methanol=100:5) to obtain the title compound (4.10 g, quantitative) ... The reactants are ClC1=CC=C(CNC(=O)C2=CN(C3=CC=C(C=C3C2=O)C#CCO)C)C=C1 (N-(4-chlorobenzyl)-6-(3-hydroxy-1-propynyl)-1-methyl-4-oxo-1,4-dihydro-3-quinolinecarboxamide), [H][H] (hydrogen). Reagents/catalysts: [Pt] (platinum on carbon). The solvent is C1CCOC1.CO (THF methanol). Yields the product ClC1=CC=C(CNC(=O)C2=CN(C3=CC=C(C=C3C2=O)CCCO)C)C=C1 (N-(4-Chlorobenzyl)-6-(3-hydroxypropyl)-1-methyl-4-oxo-1,4-dihydro-3-quinolinecarboxamide). Yield: 89.1%. Reaction SMILES: [Cl:1][C:2]1[CH:27]=[CH:26][C:5]([CH2:6][NH:7][C:8]([C:10]2[C:19](=[O:20])[C:18]3[C:13](=[CH:14][CH:15]=[C:16]([C:21]#[C:22][CH2:23][OH:24])[CH:17]=3)[N:12]([CH3:25])[CH:11]=2)=[O:9])=[CH:4][CH:3]=1.[H][H]>[Pt].C1COCC1.CO>[Cl:1][C:2]1[CH:3]=[CH:4][C:5]([CH2:6][NH:7][C:8]([C:10]2[C:19](=[O:20])[C:18]3[C:13](=[CH:14][CH:15]=[C:16]([CH2:21][CH2:22][CH2:23][OH:24])[CH:17]=3)[N:12]([CH3:25])[CH:11]=2)=[O:9])=[CH:26][CH:27]=1 |f:3.4|. Reported procedure: A mixture of 0.50 g of N-(4-chlorobenzyl)-6-(3-hydroxy-1-propynyl)-1-methyl-4-oxo-1,4-dihydro-3-quinolinecarboxamide from Example No. 31 and 50 mg of 5% platinum on carbon catalyst in 20 mL of 1:1 THF-methanol is stirred under 1 atm hydrogen for 3 h, then filtered through diatomaceous earth. The filtrate is concentrated under reduced pressure and the residual solid flash chromatographed on silica gel using 4-5% methanol in dichloromethane to afford 0.45 g of the title compound as a yellow solid....